Dataset: the Open Reaction Database (ORD), a public repository of structured organic reaction records. Task: describe an organic reaction: reactants, conditions, products, and yield Reactants: [Li+].C[Si](C)(C)[N-][Si](C)(C)C (LiHMDS), solution, CN(C)C=O (DMF), C(CCC)N1C(N(C(C=2N(C=NC12)CC=C)=O)C)=O (3-butyl-1-methyl-7-(2-propen-1-yl)-3,7-dihydro-1H-purine-2,6-dione). The solvent is C1CCOC1 (THF), C1CCOC1 (THF). Reaction conditions: temperature -75 celsius. The product is C(CCC)N1C(N(C(C=2N(C(=NC12)C=O)CC=C)=O)C)=O (3-butyl-1-methyl-2,6-dioxo-7-(2-propen-1-yl)-2,3,6,7-tetrahydro-1H-purine-8-carbaldehyde). The yield is 105.8%. Reaction SMILES: [CH2:1]([N:5]1[C:13]2[N:12]=[CH:11][N:10]([CH2:14][CH:15]=[CH2:16])[C:9]=2[C:8](=[O:17])[N:7]([CH3:18])[C:6]1=[O:19])[CH2:2][CH2:3][CH3:4].[Li+].C[Si]([N-][Si](C)(C)C)(C)C.CN([CH:33]=[O:34])C>C1COCC1>[CH2:1]([N:5]1[C:13]2[N:12]=[C:11]([CH:33]=[O:34])[N:10]([CH2:14][CH:15]=[CH2:16])[C:9]=2[C:8](=[O:17])[N:7]([CH3:18])[C:6]1=[O:19])[CH2:2][CH2:3][CH3:4] |f:1.2|. Procedure details: A pre-dried flask was charged with 3-butyl-1-methyl-7-(2-propen-1-yl)-3,7-dihydro-1H-purine-2,6-dione (300 mg, 1.14 mmol) and anhydrous THF (6 ml), cooled to −75° C. under nitrogen, then treated with LiHMDS (1.37 ml of a 1.0M solution in THF). The resulting solution was allowed to warm to −60° C. over 1.5 hours before the addition of anhydrous DMF (177 ul, 2.29 mmol). The solution was allowed to warm to −10° C. over 3 hours then it was quenched with sat. NH4Cl (aq) solution. The mixture was part... Starting materials: CC(=O)O, CC(C)(F)CCC1CC(C(Cc2ccccc2)NC(=O)c2cnc3ccccc3n2)OC1=O, NCc1ccccc1, C1COCCO1, O. The product is CC(C)(F)CCC(CC(O)C(Cc1ccccc1)NC(=O)c1cnc2ccccc2n1)C(=O)NCc1ccccc1. RXN SMILES: [CH3:34][C:35](=[O:36])[OH:37].[F:1][C:2]([CH2:3][CH2:4][CH:5]1[CH2:6][CH:7]([CH:11]([CH2:12][c:13]2[cH:14][cH:15][cH:16][cH:17][cH:18]2)[NH:19][C:20](=[O:21])[c:22]2[n:23][c:24]3[cH:25][cH:26][cH:27][cH:28][c:29]3[n:30][cH:31]2)[O:8][C:9]1=[O:10])([CH3:32])[CH3:33].[NH2:38][CH2:39][c:40]1[cH:41][cH:42][cH:43][cH:44][cH:45]1.[O:46]1[CH2:47][CH2:48][O:49][CH2:50][CH2:51]1.[OH2:52]>>[F:1][C:2]([CH2:3][CH2:4][CH:5]([CH2:6][CH:7]([OH:8])[CH:11]([CH2:12][c:13]1[cH:14][cH:15][cH:16][cH:17][cH:18]1)[NH:19][C:20](=[O:21])[c:22]1[n:23][c:24]2[cH:25][cH:26][cH:27][cH:28][c:29]2[n:30][cH:31]1)[C:9](=[O:10])[NH:38][CH2:39][c:40]1[cH:41][cH:42][cH:43][cH:44][cH:45]1)([CH3:32])[CH3:33]. Starting materials: ClC=1C(=C2C(=NC1)N(C(=C2)C(=O)OC)S(=O)(=O)C2=CC=C(C)C=C2)C2=CN=C(S2)C2(CCC2)OCOC (methyl 5-chloro-4-(2-(1-(methoxymethoxy)cyclobutyl)thiazol-5-yl)-1-tosyl-1H-pyrrolo[2,3-b]pyridine-2-carboxylate), [OH-].[Na+] (sodium hydroxide). The solvent is CO (methanol). Reaction conditions: temperature 75 celsius. The product is ClC=1C(=C2C(=NC1)NC(=C2)C(=O)O)C2=CN=C(S2)C2(CCC2)OCOC (5-chloro-4-(2-(1-(methoxymethoxy)cyclobutyl)thiazol-5-yl)-1H-pyrrolo[2,3-b]pyridine-2-carboxylic acid). As a reaction SMILES: [Cl:1][C:2]1[C:3]([C:25]2[S:29][C:28]([C:30]3([O:34][CH2:35][O:36][CH3:37])[CH2:33][CH2:32][CH2:31]3)=[N:27][CH:26]=2)=[C:4]2[CH:10]=[C:9]([C:11]([O:13]C)=[O:12])[N:8](S(C3C=CC(C)=CC=3)(=O)=O)[C:5]2=[N:6][CH:7]=1.[OH-].[Na+]>CO>[Cl:1][C:2]1[C:3]([C:25]2[S:29][C:28]([C:30]3([O:34][CH2:35][O:36][CH3:37])[CH2:33][CH2:32][CH2:31]3)=[N:27][CH:26]=2)=[C:4]2[CH:10]=[C:9]([C:11]([OH:13])=[O:12])[NH:8][C:5]2=[N:6][CH:7]=1 |f:1.2|. Procedure: A suspension of Example 46A (0.134 g, 0.238 mmol) in methanol (2.5 mL) was treated with 2 M aqueous sodium hydroxide solution (0.714 mL, 1.19 mmol). The reaction was heated at 75° C. for 40 minutes, cooled to ambient temperature, and concentrated under reduced pressure. The residue was suspended in water (2 mL), and the pH adjusted to ˜4 with 1 N aqueous HCl solution. The suspension was filtered, and the solid collected was washed with water and dried in a vacuum oven at 60° C. to provide the ti... The reactants are NC1=C(C=C(OC2=C3C(=NC=C2)N(C(N3)=O)C)C=C1)F (7-(4-amino-3-fluorophenoxy)-3-methyl-1H-imidazo[4,5-b]pyridin-2(3H)-one), [H-].[Na+] (NaH), O (water), IC (iodomethane). The solvent is C1CCOC1 (THF). Reaction conditions: time 20 minute. Yields the product NC1=C(C=C(OC2=C3C(=NC=C2)N(C(N3C)=O)C)C=C1)F (7-(4-amino-3-fluorophenoxy)-1,3-dimethyl-1H-imidazo[4,5-b]pyridin-2(3H)-one). RXN SMILES: [NH2:1][C:2]1[CH:19]=[CH:18][C:5]([O:6][C:7]2[CH:12]=[CH:11][N:10]=[C:9]3[N:13]([CH3:17])[C:14](=[O:16])[NH:15][C:8]=23)=[CH:4][C:3]=1[F:20].[H-].[Na+].I[CH3:24].O>C1COCC1>[NH2:1][C:2]1[CH:19]=[CH:18][C:5]([O:6][C:7]2[CH:12]=[CH:11][N:10]=[C:9]3[N:13]([CH3:17])[C:14](=[O:16])[N:15]([CH3:24])[C:8]=23)=[CH:4][C:3]=1[F:20] |f:1.2|. Procedure details: To a solution of 7-(4-amino-3-fluorophenoxy)-3-methyl-1H-imidazo[4,5-b]pyridin-2(3H)-one (100 mg, 0.365 mmol) in THF (4 mL) at 0° C. under argon, NaH (16.77 mg, 0.419 mmol) was added in one portion. The resulting solution was stirred for 20 minutes and iodomethane (0.025 mL, 0.401 mmol) was added. After 1 hour, water was added, and the solution evaporated and extracted with DCM (3×20 mL) to give the title compound. Reactants: N12C3CN(CC3CC2CSC1)C(=O)OCC (ethyl 10-thia-1,4-diazatricyclo[6.3.0.02,6 ]undecane-4-carboxylate), Ba(OH)2, C([O-])([O-])=O.[K+].[K+] (Potassium carbonate). The solvent is O (water). Product: N12C3CNCC3CC2CSC1 (10-Thia-1,4-diazatricyclo[6.3.0.02,6 ]undecane). As a reaction SMILES: [N:1]12[CH2:11][S:10][CH2:9][CH:8]1[CH2:7][CH:6]1[CH:2]2[CH2:3][N:4](C(OCC)=O)[CH2:5]1.C(=O)([O-])[O-].[K+].[K+]>O>[N:1]12[CH2:11][S:10][CH2:9][CH:8]1[CH2:7][CH:6]1[CH:2]2[CH2:3][NH:4][CH2:5]1 |f:1.2.3|. Procedure: 12.5 g (50 mmol) of ethyl 10-thia-1,4-diazatricyclo[6.3.0.02,6 ]undecane-4-carboxylate together with 32 g of Ba(OH)2 ×8H2O are refluxed overnight in 225 ml of water. Potassium carbonate is added, barium carbonate is filtered off with suction, and the filtrate is extracted ten times using 100 ml portions of chloroform. The extracts are dried over potassium carbonate, concentrated and distilled. Starting materials: IC1=CN(C2=NC=C(N=C21)C2=CC(=C(C(=C2)OC)OC)OC)[Si](C(C)C)(C(C)C)C(C)C (7-iodo-5-triisopropylsilanyl-2-(3,4,5-trimethoxy-phenyl)-5H-pyrrolo[2,3-b]pyrazine), CON(C(=O)C1(CCOCC1)C)C (4-methyl-tetrahydro-pyran-4-carboxylic acid methoxy-methyl-amide). Yields the product CC1(CCOCC1)C(=O)C1=CNC2=NC=C(N=C21)C2=CC(=C(C(=C2)OC)OC)OC ((4-Methyl-tetrahydro-pyran-4-yl)-[2-(3,4,5-trimethoxy-phenyl)-5H-pyrrolo[2,3-b]pyrazin-7-yl]-methanone). RXN SMILES: I[C:2]1[C:10]2[C:5](=[N:6][CH:7]=[C:8]([C:11]3[CH:16]=[C:15]([O:17][CH3:18])[C:14]([O:19][CH3:20])=[C:13]([O:21][CH3:22])[CH:12]=3)[N:9]=2)[N:4]([Si](C(C)C)(C(C)C)C(C)C)[CH:3]=1.CON(C)[C:36]([C:38]1([CH3:44])[CH2:43][CH2:42][O:41][CH2:40][CH2:39]1)=[O:37]>>[CH3:44][C:38]1([C:36]([C:2]2[C:10]3[C:5](=[N:6][CH:7]=[C:8]([C:11]4[CH:12]=[C:13]([O:21][CH3:22])[C:14]([O:19][CH3:20])=[C:15]([O:17][CH3:18])[CH:16]=4)[N:9]=3)[NH:4][CH:3]=2)=[O:37])[CH2:43][CH2:42][O:41][CH2:40][CH2:39]1. Procedure details: (4-Methyl-tetrahydro-pyran-4-yl)-[2-(3,4,5-trimethoxy-phenyl)-5H-pyrrolo[2,3-b]pyrazin-7-yl]-methanone was prepared starting from 7-iodo-5-triisopropylsilanyl-2-(3,4,5-trimethoxy-phenyl)-5H-pyrrolo[2,3-b]pyrazine and 4-methyl-tetrahydro-pyran-4-carboxylic acid methoxy-methyl-amide following general procedures as described in these Examples. 66, to afford a pale yellow solid. M+H=412. The reactants are ClC1=NN2C(C(=CC=C2)C2=CC=C(C=C2)S(=O)(=O)C)=N1 (2-chloro-8-(4-methanesulfonyl-phenyl)-[1,2,4]triazolo[1,5-a]pyridine), N1=C(C=CC=C1)CCN (2-pyridin-2-yl-ethylamine). Solvent: O (water). Reaction conditions: temperature 200 celsius. The product is CS(=O)(=O)C1=CC=C(C=C1)C=1C=2N(C=CC1)N=C(N2)NCCC2=NC=CC=C2 ([8-(4-Methanesulfonyl-phenyl)-[1,2,4]triazolo[1,5-a]pyridin-2-yl]-(2-pyridin-2-yl-ethyl)-amine), powder. Isolated yield 61.0%. As a reaction SMILES: Cl[C:2]1[N:20]=[C:5]2[C:6]([C:10]3[CH:15]=[CH:14][C:13]([S:16]([CH3:19])(=[O:18])=[O:17])=[CH:12][CH:11]=3)=[CH:7][CH:8]=[CH:9][N:4]2[N:3]=1.[N:21]1[CH:26]=[CH:25][CH:24]=[CH:23][C:22]=1[CH2:27][CH2:28][NH2:29]>O>[CH3:19][S:16]([C:13]1[CH:14]=[CH:15][C:10]([C:6]2[C:5]3[N:4]([N:3]=[C:2]([NH:29][CH2:28][CH2:27][C:22]4[CH:23]=[CH:24][CH:25]=[CH:26][N:21]=4)[N:20]=3)[CH:9]=[CH:8][CH:7]=2)=[CH:11][CH:12]=1)(=[O:18])=[O:17]. Reported procedure: [8-(4-Methanesulfonyl-phenyl)-[1,2,4]triazolo[1,5-a]pyridin-2-yl]-(2-pyridin-2-yl-ethyl)-amine was prepared from 2-chloro-8-(4-methanesulfonyl-phenyl)-[1,2,4]triazolo[1,5-a]pyridine (250 mg, 0.81 mmol) and 2-pyridin-2-yl-ethylamine (0.97 mL, 8.1 mmol) combined in a microwave vial and heated to 200° C. for 2 hours. The reaction mixture was diluted with water, extracted with ethyl acetate, and the organic layer was dried, filtered, and concentrated. The residue was purified via reverse phase chrom... The reactants are C(C)(C)N(C(C)C)CC (N,N-diisopropylethylamine), N[C@@H]1CN(CC1)C(=O)OC(C)(C)C ((S)-3-amino-1-(tert-butoxycarbonyl)pyrrolidine), C=1C=CC2=C(C1)N=NN2O (HOBT), C1(=CC=CC=C1)C(N1C=NC(=C1)CC(=O)[O-])(C1=CC=CC=C1)C1=CC=CC=C1.[Li+] (lithium [1-(triphenylmethyl)-1H-imidazol-4-yl]acetate), C(CCl)Cl (EDC), C(=O)(O)[O-].[Na+] (NaHCO3). Run in CN(C)C=O (DMF). Run at time 18 hour. Yields the product C(C)(C)(C)OC(=O)N1C[C@H](CC1)NC(CC=1N=CN(C1)C(C1=CC=CC=C1)(C1=CC=CC=C1)C1=CC=CC=C1)=O ((S)-N-[1-(tert-Butoxycarbonyl)pyrrolidin-3-yl]-2-[1-(triphenylmethyl)-1H-imidazol-4-yl]acetamide). As a reaction SMILES: [NH2:1][C@H:2]1[CH2:6][CH2:5][N:4]([C:7]([O:9][C:10]([CH3:13])([CH3:12])[CH3:11])=[O:8])[CH2:3]1.[C:14]1([C:20]([C:36]2[CH:41]=[CH:40][CH:39]=[CH:38][CH:37]=2)([C:30]2[CH:35]=[CH:34][CH:33]=[CH:32][CH:31]=2)[N:21]2[CH:25]=[C:24]([CH2:26][C:27]([O-])=[O:28])[N:23]=[CH:22]2)[CH:19]=[CH:18][CH:17]=[CH:16][CH:15]=1.[Li+].C(Cl)CCl.C1C=CC2N(O)N=NC=2C=1.C(N(CC)C(C)C)(C)C.C([O-])(O)=O.[Na+]>CN(C=O)C>[C:10]([O:9][C:7]([N:4]1[CH2:5][CH2:6][C@H:2]([NH:1][C:27](=[O:28])[CH2:26][C:24]2[N:23]=[CH:22][N:21]([C:20]([C:14]3[CH:19]=[CH:18][CH:17]=[CH:16][CH:15]=3)([C:30]3[CH:31]=[CH:32][CH:33]=[CH:34][CH:35]=3)[C:36]3[CH:41]=[CH:40][CH:39]=[CH:38][CH:37]=3)[CH:25]=2)[CH2:3]1)=[O:8])([CH3:13])([CH3:12])[CH3:11] |f:1.2,6.7|. Reported procedure: A mixture of (S)-3-amino-1-(tert-butoxycarbonyl)pyrrolidine, as described above in Step B, (842 mg, 4.52 mmol), lithium [1-(triphenylmethyl)-1H-imidazol-4-yl]acetate, as described in Example 31, Step B, (1.69 g, 4.52 mmol), EDC (953 mg, 4.97 mmol), HOBT (672 mg, 4.97 mmol) and N,N-diisopropylethylamine (1.2 mL, 6.78 mmol) in DMF (10 mL) was stirred for 18 hours. The mixture was poured into saturated aqueous NaHCO3 and extracted with CH2Cl2 (3×). The combined organic extracts were dried over Na2S... Reaction SMILES: [CH3:51][CH2:52][O:53][C:54](=[O:55])[CH3:56].[CH:30]1([C:36](=[O:37])[Cl:38])[CH2:31][CH2:32][CH2:33][CH2:34][CH2:35]1.[CH:39]([N:40]([CH:41]([CH3:42])[CH3:43])[CH2:44][CH3:45])([CH3:46])[CH3:47].[Cl:1][c:2]1[cH:3][cH:4][c:5]([N:8]2[C:9](=[O:29])[N:10]([CH2:23][CH2:24][C:25]([NH2:26])=[N:27][OH:28])[CH2:11][CH:12]2[c:13]2[cH:14][c:15]([C:19]([F:20])([F:21])[F:22])[cH:16][cH:17][cH:18]2)[cH:6][cH:7]1.[Cl:48][CH2:49][Cl:50]>>[Cl:1][c:2]1[cH:3][cH:4][c:5]([N:8]2[C:9](=[O:29])[N:10]([CH2:23][CH2:24][C:25]([NH2:26])=[N:27][O:28][C:36]([CH:30]3[CH2:31][CH2:32][CH2:33][CH2:34][CH2:35]3)=[O:37])[CH2:11][CH:12]2[c:13]2[cH:14][c:15]([C:19]([F:20])([F:21])[F:22])[cH:16][cH:17][cH:18]2)[cH:6][cH:7]1. Starting materials: CCOC(C)=O, O=C(Cl)C1CCCCC1, CCN(C(C)C)C(C)C, NC(CCN1CC(c2cccc(C(F)(F)F)c2)N(c2ccc(Cl)cc2)C1=O)=NO, ClCCl. Yields the product NC(CCN1CC(c2cccc(C(F)(F)F)c2)N(c2ccc(Cl)cc2)C1=O)=NOC(=O)C1CCCCC1.